This data is from the Open Reaction Database (ORD), a public repository of structured organic reaction records. The task is: describe an organic reaction: reactants, conditions, products, and yield Starting materials: ##STR15##, C(C1=CC=CC=C1)OC=1C=C(C=CC1)C1=NC=C(C=N1)C1=CC=C(C=C1)OCCCCCCCC (2-(3-benzyloxyphenyl)-5-(4-octyloxyphenyl)pyrimidine), [H][H] (hydrogen). Reagents/catalysts: [Pd] (Pd). Run in O1CCCC1 (tetrahydrofuran). The product is OC=1C=C(C=CC1)C1=NC=C(C=N1)C1=CC=C(C=C1)OCCCCCCCC (2-(3-hydroxyphenyl)-5-(4-octyloxyphenyl)pyrimidine). As a reaction SMILES: C([O:8][C:9]1[CH:10]=[C:11]([C:15]2[N:20]=[CH:19][C:18]([C:21]3[CH:26]=[CH:25][C:24]([O:27][CH2:28][CH2:29][CH2:30][CH2:31][CH2:32][CH2:33][CH2:34][CH3:35])=[CH:23][CH:22]=3)=[CH:17][N:16]=2)[CH:12]=[CH:13][CH:14]=1)C1C=CC=CC=1.[H][H]>O1CCCC1.[Pd]>[OH:8][C:9]1[CH:10]=[C:11]([C:15]2[N:20]=[CH:19][C:18]([C:21]3[CH:26]=[CH:25][C:24]([O:27][CH2:28][CH2:29][CH2:30][CH2:31][CH2:32][CH2:33][CH2:34][CH3:35])=[CH:23][CH:22]=3)=[CH:17][N:16]=2)[CH:12]=[CH:13][CH:14]=1. Procedure: 8.00 g (23.40 mmol) of 5-bromo-2-(3-benzyloxyphenyl)pyrimidine, 7.03 g (28.10 mmol) of 4-octyloxybenzeneboronic acid (preparation analogous to 3-benzyloxybenzeneboronic acid), 7.00 g (65.52 mmol) of sodiumcarbonate and 0.27 g (0.23 mmol) of tetrakis(triphenylphosphine)palladium(0) are heated at 80° C. for 2 hours in 200 ml of toluene, 100 ml of ethanol and 50 ml of water. The reaction mixture is subsequently partitioned between water and ether, the organic phase is washed twice with sodium chlor... As a reaction SMILES: [C:14]([CH3:15])([CH3:16])([CH3:17])[O:18][C:19](=[O:20])[CH2:21][N:22]([S:23](=[O:24])(=[O:25])[c:26]1[cH:27][c:28]2[c:29]3[c:30]([c:31](=[O:36])[nH:32][c:33]2[cH:34][cH:35]1)[nH:37][cH:38][cH:39]3)[CH3:40].[CH2:8]([CH2:9][CH3:10])[C:11](=[O:12])[OH:13].[Cl:41][CH:42]([Cl:43])[CH3:44].[OH:1][C:2]([C:3]([F:4])([F:5])[F:6])=[O:7]>>[CH2:8]([CH2:9][CH3:10])[C:11](=[O:12])[OH:13].[O:18]=[C:19]([OH:20])[CH2:21][N:22]([S:23](=[O:24])(=[O:25])[c:26]1[cH:27][c:28]2[c:29]3[c:30]([c:31](=[O:36])[nH:32][c:33]2[cH:34][cH:35]1)[nH:37][cH:38][cH:39]3)[CH3:40]. Product: CCCC(=O)O, CN(CC(=O)O)S(=O)(=O)c1ccc2[nH]c(=O)c3[nH]ccc3c2c1. The reactants are CN(CC(=O)OC(C)(C)C)S(=O)(=O)c1ccc2[nH]c(=O)c3[nH]ccc3c2c1, CCCC(=O)O, CC(Cl)Cl, O=C(O)C(F)(F)F. Starting materials: FC(C(=O)NC1=CC=C(C=C1)CC#N)(C(C(C(F)(F)F)(F)F)(F)F)F (2,2,3,3,4,4,5,5,5-nonafluoro-N-[4-(cyanomethyl)phenyl]pentanamide), [N-]=[N+]=[N-].[Na+] (sodium azide), [Cl-].[NH4+] (ammonium chloride), CN(C=O)C (dimethylformamide). Run in O (water), O (water). Run at temperature 135 celsius. Product: FC(C(=O)NC1=CC=C(C=C1)CC1=NN=NN1)(C(C(C(F)(F)F)(F)F)(F)F)F (2,2,3,3,4,4,5,5,5-Nonafluoro-N-[4-(1H-tetrazol-5-ylmethyl)phenyl]pentanamide). Isolated yield 44.9%. Reaction SMILES: [F:1][C:2]([F:25])([C:15]([F:24])([F:23])[C:16]([F:22])([F:21])[C:17]([F:20])([F:19])[F:18])[C:3]([NH:5][C:6]1[CH:11]=[CH:10][C:9]([CH2:12][C:13]#[N:14])=[CH:8][CH:7]=1)=[O:4].[N-:26]=[N+:27]=[N-:28].[Na+].[Cl-].[NH4+].CN(C)C=O>O>[F:1][C:2]([F:25])([C:15]([F:23])([F:24])[C:16]([F:22])([F:21])[C:17]([F:20])([F:18])[F:19])[C:3]([NH:5][C:6]1[CH:11]=[CH:10][C:9]([CH2:12][C:13]2[NH:28][N:27]=[N:26][N:14]=2)=[CH:8][CH:7]=1)=[O:4] |f:1.2,3.4|. Procedure details: A mixture of 2,2,3,3,4,4,5,5,5-nonafluoro-N-[4-(cyanomethyl)phenyl]pentanamide (6.8 g), sodium azide (5.56 g), ammonium chloride (4.53 g) and dimethylformamide (100 mL) were heated in a 135° C. oil bath under a nitrogen atmosphere overnight. Enough water was added to the hot reaction mixture to dissolve all suspended salts, the mixture was cooled to room temperature and more water was added until a precipitate formed. The solid was collected, washed with water and air dried. Recrystallization fr... The reactants are C(C1=CC=CC=C1)OC1=C(C(=CC=C1)C)N (2-benzyloxy-6-methyl-phenylamine), BrBr (Br2). Solvent: CO.CC(=O)O (MeOH AcOH), CC(=O)O (AcOH). Conditions: time 8 hour. Yields the product C(C1=CC=CC=C1)OC1=C(C(=CC(=C1)Br)C)N (2-Benzyloxy-4-bromo-6-methyl-phenylamine). Reaction SMILES: [CH2:1]([O:8][C:9]1[CH:14]=[CH:13][CH:12]=[C:11]([CH3:15])[C:10]=1[NH2:16])[C:2]1[CH:7]=[CH:6][CH:5]=[CH:4][CH:3]=1.[Br:17]Br>CO.CC(O)=O.CC(O)=O>[CH2:1]([O:8][C:9]1[CH:14]=[C:13]([Br:17])[CH:12]=[C:11]([CH3:15])[C:10]=1[NH2:16])[C:2]1[CH:3]=[CH:4][CH:5]=[CH:6][CH:7]=1 |f:2.3|. Reported procedure: A solution of 2-benzyloxy-6-methyl-phenylamine (3.4 g, 16 mmol) in MeOH/AcOH (50 mL/20 mL) is cooled to 0° C. then a solution of Br2 (0.82 mL, 16 mmol) in AcOH (10 mL) is added dropwise. After the addition, the solution is stirred at RT overnight. The solvent is removed under reduced pressure and the residue adjusted to pH>8 with aqueous K2CO3 solution. The suspension is extracted with EtOAc and the combined organic layers are washed with water, brine, then dried over MgSO4 and filtered. The sol... Starting materials: NC1=NC(C(N1C)=O)(C1=CC(=CC=C1)C#CCOC)C1=CC=C(C=C1)OC(F)F (2-amino-5-[4-(difluoromethoxy)phenyl]-5-[3-(3-methoxyprop-1-yn-1-yl)phenyl]-3-methyl-3,5-dihydro-4H-imidazol-4-one). Reagents/catalysts: N1=CC=CC2=CC=CC=C12 (quinoline), [Pd].CC(=O)[O-].CC(=O)[O-].[Pb+2] (Lindlar catalyst). Run in C(C)O (ethanol). Conditions: time 16 hour. Product: NC1=NC(C(N1C)=O)(C1=CC(=CC=C1)\C=C/COC)C1=CC=C(C=C1)OC(F)F (2-Amino-5-[4-(difluoromethoxy)phenyl]-5-{3-[(1Z)-3-methoxyprop-1-en-1-yl]phenyl}-3-methyl-3,5-dihydro-4H-imidazol-4-one). Isolated yield 50.0%. Reaction SMILES: [NH2:1][C:2]1[N:6]([CH3:7])[C:5](=[O:8])[C:4]([C:20]2[CH:25]=[CH:24][C:23]([O:26][CH:27]([F:29])[F:28])=[CH:22][CH:21]=2)([C:9]2[CH:14]=[CH:13][CH:12]=[C:11]([C:15]#[C:16][CH2:17][O:18][CH3:19])[CH:10]=2)[N:3]=1>C(O)C.N1C2C(=CC=CC=2)C=CC=1.[Pd].CC([O-])=O.CC([O-])=O.[Pb+2]>[NH2:1][C:2]1[N:6]([CH3:7])[C:5](=[O:8])[C:4]([C:20]2[CH:21]=[CH:22][C:23]([O:26][CH:27]([F:29])[F:28])=[CH:24][CH:25]=2)([C:9]2[CH:14]=[CH:13][CH:12]=[C:11](/[CH:15]=[CH:16]\[CH2:17][O:18][CH3:19])[CH:10]=2)[N:3]=1 |f:3.4.5.6|. Procedure details: A mixture of a solution of 2-amino-5-[4-(difluoromethoxy)phenyl]-5-[3-(3-methoxyprop-1-yn-1-yl)phenyl]-3-methyl-3,5-dihydro-4H-imidazol-4-one (0.1 g, 0.25 mmol) in ethanol (1.5 mL), quinoline (1 drop) and Lindlar catalyst (24 mg. 10% mol) was placed under a hydrogen filled balloon, stirred for 16 hr filtered through celite. The filtrate was concentrated in vacuo. The resultant residue was purified by flash chromatography on silica ge,l ethyl acetate as eluent, to afford the title compound as a w... The reactants are C(C)(C)(C)OC(=O)N1C(C2(C(C=3C=CC(=CC13)CCO[Si](C)(C)C(C)(C)C)CCC2)F)=O (5-tert-butyloxycarbonyl-7-[2-(tert-butyldimethylsilyloxy)ethyl]-3a-fluoro-1,2,3,3a,5,9b-hexahydrocyclopenta[c]quinolin-4-one). Run in O1CCOCC1 (dioxane). Product: FC12C(NC=3C=C(C=CC3C1CCC2)CCO)=O (3a-Fluoro-7-(2-hydroxyethyl)-1,2,3,3a,5,9b-hexahydrocyclopenta[c]quinolin-4-one). The yield is 61.4%. As a reaction SMILES: C(OC([N:8]1[C:17]2[CH:16]=[C:15]([CH2:18][CH2:19][O:20][Si](C(C)(C)C)(C)C)[CH:14]=[CH:13][C:12]=2[CH:11]2[CH2:28][CH2:29][CH2:30][C:10]2([F:31])[C:9]1=[O:32])=O)(C)(C)C>O1CCOCC1>[F:31][C:10]12[CH2:30][CH2:29][CH2:28][CH:11]1[C:12]1[CH:13]=[CH:14][C:15]([CH2:18][CH2:19][OH:20])=[CH:16][C:17]=1[NH:8][C:9]2=[O:32]. Procedure: 0.77 g (1.7 mmol) of 5-tert-butyloxycarbonyl-7-[2-(tert-butyldimethylsilyloxy)ethyl]-3a-fluoro-1,2,3,3a,5,9b-hexahydrocyclopenta[c]quinolin-4-one is stirred in 10 ml of 4 M hydrochloric acidic dioxane for 2 hours at room temperature. The batch is concentrated by evaporation in a vacuum, the residue is taken up in ethyl acetate, washed with saturated NaHCO3, dried (Na2SO4) and concentrated by evaporation in a vacuum. Column chromatography on silica gel with hexane-ethyl acetate yields 0.26 g of p... Starting materials: [Li]CCCC (n-BuLi), [OH-].[Na+] (sodium hydroxide), CN1C=NC=C1 (1-methyl-1H-imidazole), ClC1=CC=C(C=N1)C(=O)N(C)OC (6-chloro-N-methoxy-N-methylpyridine-3-carboxamide), ClC1=CC=C(C=N1)C(=O)N(C)OC (6-chloro-N-methoxy-N-methylpyridine-3-carboxamide), Cl (HCl), [Li]CCCC (n-BuLi), [Si](CC)(CC)(CC)Cl (Et3SiCl). The solvent is O (H2O), O1CCCC1 (tetrahydrofuran), O1CCCC1 (tetrahydrofuran). Reaction conditions: time 45 minute. The product is ClC1=NC=C(C=C1)C(=O)C1=CN=CN1C (2-Chloro-5-[(1-methyl-1H-imidazol-5-yl)carbonyl]pyridine). RXN SMILES: [CH3:1][N:2]1[CH:6]=[CH:5][N:4]=[CH:3]1.[Li]CCCC.[Si](Cl)(CC)(CC)CC.[Cl:20][C:21]1[N:26]=[CH:25][C:24]([C:27](N(OC)C)=[O:28])=[CH:23][CH:22]=1.Cl.[OH-].[Na+]>O1CCCC1.O>[Cl:20][C:21]1[CH:22]=[CH:23][C:24]([C:27]([C:6]2[N:2]([CH3:1])[CH:3]=[N:4][CH:5]=2)=[O:28])=[CH:25][N:26]=1 |f:5.6|. Reported procedure: To a 250-mL 3-necked round-bottom flask containing a solution of 1-methyl-1H-imidazole (5.00 g, 60.9 mmol) and tetrahydrofuran (40 mL) was added n-BuLi (29.3 mL, 73.3 mmol, 2.5 M in hexanes) at −78° C., and stirred for 45 minutes. To this mixture Et3SiCl (9.15 g, 61.0 mmol) was added, and stirring was continued for 1 hour at −78° C. To the mixture was added n-BuLi (26.0 mL, 65.0 mmol, 2.5 M in hexanes). After stirring for another 45 minutes, a solution of 6-chloro-N-methoxy-N-methylpyridine-3-ca... The reactants are FC(C=1C=C(C=C(C1)C(F)(F)F)C1=NN(C=N1)\C=C/C(=O)N1CC2(CN(C2)C(=O)OC(C)(C)C)C1)(F)F ((Z)-tert-butyl 6-(3-(3-(3,5-bis(trifluoromethyl)phenyl)-1H-1,2,4-triazol-1-yl)acryloyl)-2,6-diazaspiro[3.3]heptane-2-carboxylate), C(=O)(C(F)(F)F)O (CF3COOH). The solvent is C(Cl)Cl (DCM). Conditions: temperature 0 celsius, time 4 hour. Product: FC(C(=O)O)(F)F.FC(C=1C=C(C=C(C1)C(F)(F)F)C1=NN(C=N1)\C=C/C(=O)N1CC2(C1)CNC2)(F)F ((Z)-3-(3-(3,5-bis(trifluoromethyl)phenyl)-1H-1,2,4-triazol-1-yl)-1-(2,6-diazaspiro[3.3]heptan-2-yl)prop-2-en-1-one 2,2,2-trifluoroacetate). Isolated yield 95.2%. RXN SMILES: [F:1][C:2]([F:37])([F:36])[C:3]1[CH:4]=[C:5]([C:13]2[N:17]=[CH:16][N:15](/[CH:18]=[CH:19]\[C:20]([N:22]3[CH2:35][C:24]4([CH2:27][N:26](C(OC(C)(C)C)=O)[CH2:25]4)[CH2:23]3)=[O:21])[N:14]=2)[CH:6]=[C:7]([C:9]([F:12])([F:11])[F:10])[CH:8]=1.[C:38]([OH:44])([C:40]([F:43])([F:42])[F:41])=[O:39]>C(Cl)Cl>[F:41][C:40]([F:43])([F:42])[C:38]([OH:44])=[O:39].[F:11][C:9]([F:10])([F:12])[C:7]1[CH:6]=[C:5]([C:13]2[N:17]=[CH:16][N:15](/[CH:18]=[CH:19]\[C:20]([N:22]3[CH2:35][C:24]4([CH2:27][NH:26][CH2:25]4)[CH2:23]3)=[O:21])[N:14]=2)[CH:4]=[C:3]([C:2]([F:1])([F:37])[F:36])[CH:8]=1 |f:3.4|. Procedure details: (Z)-tert-butyl 6-(3-(3-(3,5-bis(trifluoromethyl)phenyl)-1H-1,2,4-triazol-1-yl)acryloyl)-2,6-diazaspiro[3.3]heptane-2-carboxylate (0.13 g) was dissolved in DCM (1.5 mL). The reaction mixture was cooled to 0° C. and CF3COOH (1.5 mL) was added. The reaction mixture was allowed to warm to room temp. where it was stirred for 4 h. The reaction mixture was concentrated under reduced pressure (35° C., 20 mmHg) to afford 0.100 g of (Z)-3-(3-(3,5-bis(trifluoromethyl)phenyl)-1H-1,2,4-triazol-1-yl)-1-(2,6-d... Product: CC(C)(C)OC(=O)NC1CCCN(c2c(Br)cnc3[nH]cc(NC(=O)C4CC4c4ccccc4)c23)C1. The reactants are O=C(Nc1c[nH]c2ncc(Br)c(F)c12)C1CC1c1ccccc1, CC(C)(C)OC(=O)NC1CCCNC1. Reaction SMILES: [Br:1][c:2]1[c:3]([F:23])[c:4]2[c:5]([n:6][cH:7]1)[nH:8][cH:9][c:10]2[NH:11][C:12](=[O:13])[CH:14]1[CH:15]([c:17]2[cH:18][cH:19][cH:20][cH:21][cH:22]2)[CH2:16]1.[NH:24]1[CH2:25][CH:26]([NH:30][C:31]([O:32][C:33]([CH3:34])([CH3:35])[CH3:36])=[O:37])[CH2:27][CH2:28][CH2:29]1>>[Br:1][c:2]1[c:3]([N:24]2[CH2:25][CH:26]([NH:30][C:31]([O:32][C:33]([CH3:34])([CH3:35])[CH3:36])=[O:37])[CH2:27][CH2:28][CH2:29]2)[c:4]2[c:5]([n:6][cH:7]1)[nH:8][cH:9][c:10]2[NH:11][C:12](=[O:13])[CH:14]1[CH:15]([c:17]2[cH:18][cH:19][cH:20][cH:21][cH:22]2)[CH2:16]1. Reactants: [H-].[Na+] (sodium hydride), IC (iodomethane), IC (iodomethane), O (water), O (water), C(#N)C=1C=C(C=CC1)N1C2=C(NC(CC1=O)=O)C1=CC=CC=C1C=C2 (5-(3-cyanophenyl)-1H-naphtho[1,2-b][1,4]diazepin-2,4(3H,5H)-dione), [H-].[Na+] (sodium hydride). Run in CS(=O)C (DMSO), CCCCCC (hexane). Conditions: time 1 hour. Product: C(#N)C=1C=C(C=CC1)N1C2=C(N(C(CC1=O)=O)C)C1=CC=CC=C1C=C2 (5-(3-cyanophenyl)-1-methyl-1H-naphtho[1,2-b][1,4]diazepin-2,4(3H,5H)-dione). Yield: 27.3%. Reaction SMILES: O.[C:2]([C:4]1[CH:5]=[C:6]([N:10]2[C:16](=[O:17])[CH2:15][C:14](=[O:18])[NH:13][C:12]3[C:19]4[C:24]([CH:25]=[CH:26][C:11]2=3)=[CH:23][CH:22]=[CH:21][CH:20]=4)[CH:7]=[CH:8][CH:9]=1)#[N:3].[H-].[Na+].I[CH3:30]>CS(C)=O.CCCCCC>[C:2]([C:4]1[CH:5]=[C:6]([N:10]2[C:16](=[O:17])[CH2:15][C:14](=[O:18])[N:13]([CH3:30])[C:12]3[C:19]4[C:24]([CH:25]=[CH:26][C:11]2=3)=[CH:23][CH:22]=[CH:21][CH:20]=4)[CH:7]=[CH:8][CH:9]=1)#[N:3] |f:2.3|. Procedure: To a water-cooled solution of 5-(3-cyanophenyl)-1H-naphtho[1,2-b][1,4]diazepin-2,4(3H,5H)-dione (98 mg, 0.30 mmol) in DMSO (1 mL) was added 50-72% sodium hydride (12 mg). The mixture was stirred at room temperature for 1 hour, to which was added iodomethane (0.06 mL, 1 mmol). The mixture was stirred for 4 hours at room temperature, to which was added 50-72% sodium hydride (6 mg) and iodomethane (0.03 mL, 0.5 mmol). The mixture was stirred at room temperature for 18 hour, treated with cold water,...